From a dataset of the Open Reaction Database (ORD), a public repository of structured organic reaction records. describe an organic reaction: reactants, conditions, products, and yield The reactants are CC(C)([O-])C.[K+] (potassium tert-butoxide), COCOC=1C=C(C=CC1)C(C)=O (1-(3-methoxymethoxyphenyl)-1-ethanone), [Cl-].[NH4+] (ammonium chloride), [Br-].C(=O)(O)CCCC[P+](C1=CC=CC=C1)(C1=CC=CC=C1)C1=CC=CC=C1 ((4-carboxybutyl)triphenylphosphonium bromide). Solvent: C1CCOC1 (THF), C1CCOC1 (THF), C1CCOC1 (THF). Reaction conditions: temperature 130 celsius, time 15 minute. Product: OC=1C=C(C=CC1)\C(=C/CCCC(=O)OCC)\C (ethyl (Z)-6-(3-hydroxyphenyl)hept-5-enoate), OC=1C=C(C=CC1)/C(=C/CCCC(=O)OCC)/C (ethyl (E)-6-(3-hydroxyphenyl)hept-5-enoate). The yield is 16.0%. RXN SMILES: [Br-].[C:2]([CH2:5][CH2:6][CH2:7][CH2:8][P+](C1C=CC=CC=1)(C1C=CC=CC=1)C1C=CC=CC=1)([OH:4])=[O:3].[CH3:28][C:29]([CH3:32])([O-:31])C.[K+].COC[O:37][C:38]1[CH:39]=[C:40]([C:44](=O)[CH3:45])[CH:41]=[CH:42][CH:43]=1.[Cl-].[NH4+]>C1COCC1>[OH:37][C:38]1[CH:39]=[C:40](/[C:44](/[CH3:45])=[CH:8]\[CH2:7][CH2:6][CH2:5][C:2]([O:4][CH2:28][CH3:29])=[O:3])[CH:41]=[CH:42][CH:43]=1.[OH:37][C:38]1[CH:39]=[C:40](/[C:44](/[CH3:45])=[CH:8]/[CH2:7][CH2:6][CH2:5][C:2]([O:31][CH2:29][CH3:32])=[O:3])[CH:41]=[CH:42][CH:43]=1 |f:0.1,2.3,5.6|. Procedure details: 21.6 g (48.7 mmol) of (4-carboxybutyl)triphenylphosphonium bromide are dried under vacuum for 1 h by heating to 130° C., and then brought to room temperature and dissolved in 300 ml of anhydrous THF. 10.9 g (97 mmol) of potassium tert-butoxide in 100 ml of THF are then slowly added and then the orange-red mixture is stirred for 15 minutes. A solution of 6.3 g (32.5 mmol) of 1-(3-methoxymethoxyphenyl)-1-ethanone in 50 ml of THF is then added dropwise and the reaction medium is stirred for 15 hour... Starting materials: [N+](=O)([O-])C1=CC=C(C=C1)N1CCNCC1 (1-(4-Nitro-phenyl)-piperazine), [N+](=O)([O-])C=1C=C(C=CC1)N1CCNCC1 (1-(3-Nitro-phenyl)-piperazine), CS(=O)C1=NN2C(C=N1)=CC=C2C2=C(C=CC=C2)OC (2-Methanesulfinyl-7-(2-methoxy-phenyl)-pyrrolo[2,1-f][1,2,4]triazine), ClC=1C=CC(=C(C1)C1=CC=C2C=NC(=NN21)S(=O)C)OC (7-(5-Chloro-2-methoxy-phenyl)-2-methanesulfinyl-pyrrolo[2,1-f][1,2,4]triazine). Product: ClC=1C=CC(=C(C1)C1=CC=C2C=NC(=NN21)NC=2C=C(C=CC2)N2CCN(CC2)C[C@H](C)O)OC ((S)-1-(4-{3-[7-(5-Chloro-2-methoxy-phenyl)-pyrrolo[2,1-f][1,2,4]triazin-2-ylamino]-phenyl}-piperazin-1-yl)-propan-2-ol). RXN SMILES: [N+](C1C=CC(N2CCNCC2)=CC=1)([O-])=O.[N+:16]([C:19]1[CH:20]=[C:21]([N:25]2[CH2:30][CH2:29][NH:28][CH2:27][CH2:26]2)[CH:22]=[CH:23][CH:24]=1)([O-])=O.CS(C1N=CC2=CC=C([C:43]3C=CC=[CH:45][C:44]=3[O:49]C)N2N=1)=O.[Cl:51][C:52]1[CH:53]=[CH:54][C:55]([O:70][CH3:71])=[C:56]([C:58]2[N:66]3[C:61]([CH:62]=[N:63][C:64](S(C)=O)=[N:65]3)=[CH:60][CH:59]=2)[CH:57]=1>>[Cl:51][C:52]1[CH:53]=[CH:54][C:55]([O:70][CH3:71])=[C:56]([C:58]2[N:66]3[C:61]([CH:62]=[N:63][C:64]([NH:16][C:19]4[CH:20]=[C:21]([N:25]5[CH2:30][CH2:29][N:28]([CH2:43][C@@H:44]([OH:49])[CH3:45])[CH2:27][CH2:26]5)[CH:22]=[CH:23][CH:24]=4)=[N:65]3)=[CH:60][CH:59]=2)[CH:57]=1. Procedure details: The compound was prepared in an analogous fashion to Example 69 replacing 1-(4-Nitro-phenyl)-piperazine with 1-(3-Nitro-phenyl)-piperazine and 2-Methanesulfinyl-7-(2-methoxy-phenyl)-pyrrolo[2,1-f][1,2,4]triazine with 7-(5-Chloro-2-methoxy-phenyl)-2-methanesulfinyl-pyrrolo[2,1-f][1,2,4]triazine to afford 25.13 mg of (S)-1-(4-{3-[7-(5-Chloro-2-methoxy-phenyl)-pyrrolo[2,1-f][1,2,4]triazin-2-ylamino]-phenyl}-piperazin-1-yl)-propan-2-ol as a lyophilized powder. (M+H)=493.11. 1H NMR (400 MHz, DMSO, d6... The reactants are FC(C=1C=C(C=C(C1)C(F)(F)F)CC(=O)NCC1=C(C=CC(=C1)C(F)(F)F)C1=C(C=CC(=C1)C(C)C)OC)(F)F (2-[3,5-bis(trifluoromethyl)phenyl]-N-{[5′-isopropyl-2′-methoxy-4-(trifluoromethyl)biphenyl-2-yl]methyl}acetamide), solution, [OH-].[Na+] (NaOH), Cl (HCl). The solvent is C1CCOC1 (THF), C1CCOC1 (THF). Run at time 8 hour. The product is FC(C=1C=C(C=C(C1)C(F)(F)F)CCNCC1=C(C=CC(=C1)C(F)(F)F)C1=C(C=CC(=C1)C(C)C)OC)(F)F ({2-[3,5-bis(trifluoromethyl)phenyl]ethyl}{[5′-isopropyl-2′-methoxy-4-(trifluoromethyl)biphenyl-2-yl]methyl}amine). RXN SMILES: [F:1][C:2]([F:40])([F:39])[C:3]1[CH:4]=[C:5]([CH2:13][C:14]([NH:16][CH2:17][C:18]2[CH:23]=[C:22]([C:24]([F:27])([F:26])[F:25])[CH:21]=[CH:20][C:19]=2[C:28]2[CH:33]=[C:32]([CH:34]([CH3:36])[CH3:35])[CH:31]=[CH:30][C:29]=2[O:37][CH3:38])=O)[CH:6]=[C:7]([C:9]([F:12])([F:11])[F:10])[CH:8]=1.Cl.[OH-].[Na+]>C1COCC1>[F:1][C:2]([F:39])([F:40])[C:3]1[CH:4]=[C:5]([CH2:13][CH2:14][NH:16][CH2:17][C:18]2[CH:23]=[C:22]([C:24]([F:25])([F:26])[F:27])[CH:21]=[CH:20][C:19]=2[C:28]2[CH:33]=[C:32]([CH:34]([CH3:36])[CH3:35])[CH:31]=[CH:30][C:29]=2[O:37][CH3:38])[CH:6]=[C:7]([C:9]([F:12])([F:10])[F:11])[CH:8]=1 |f:2.3|. Reported procedure: To a solution of 2-[3,5-bis(trifluoromethyl)phenyl]-N-{[5′-isopropyl-2′-methoxy-4-(trifluoromethyl)biphenyl-2-yl]methyl}acetamide (77.6 mg, 0.134 mmol) in THF (4.4 mL) was added BH3 (1.34 mL of a 1M solution in THF, 1.34 mmol). The reaction was stirred overnight at room temperature and then 1 N HCl (10 mL) was added. The mixture was stirred for 5 minutes and then adjusted to a slightly basic pH with 1 N NaOH. The mixture was then extracted with CH2Cl2 (4×20 mL). The organic extracts were dried o... The reactants are C(C)(=O)O[C@H]1[C@H](SC2=CC(=CC=C2)S)O[C@@H]([C@H]([C@@H]1OC(C)=O)O[C@@H]1[C@H](OC(C)=O)[C@@H](OC(C)=O)[C@H](OC(C)=O)[C@H](O1)COC(C)=O)COC(C)=O (3-mercaptophenyl 2,3,6-tri-O-acetyl-4-O-(2,3,4,6-tetra-O-acetyl-α-D-glucopyranosyl)-1-thio-β-D-glucopyranoside), [Na] (sodium). Run in CO (methanol). Run at time 3 hour. Product: [C@H]1([C@H](O)[C@@H](O)[C@H](O)[C@H](O1)CO)O[C@H]1[C@@H]([C@H]([C@H](SC2=CC(=CC=C2)S)O[C@@H]1CO)O)O (3-Mercaptophenyl 4-O-(α-D-glucopyranosyl)-1-thio-β-D-glucopyranoside). Isolated yield 86.3%. As a reaction SMILES: C([O:4][C@@H:5]1[C@@H:18]([O:19]C(=O)C)[C@H:17]([O:23][C@H:24]2[O:41][C@H:40]([CH2:42][O:43]C(=O)C)[C@@H:35]([O:36]C(=O)C)[C@H:30]([O:31]C(=O)C)[C@H:25]2[O:26]C(=O)C)[C@@H:16]([CH2:47][O:48]C(=O)C)[O:15][C@H:6]1[S:7][C:8]1[CH:13]=[CH:12][CH:11]=[C:10]([SH:14])[CH:9]=1)(=O)C.[Na]>CO>[C@H:24]1([O:23][C@@H:17]2[C@@H:16]([CH2:47][OH:48])[O:15][C@@H:6]([S:7][C:8]3[CH:13]=[CH:12][CH:11]=[C:10]([SH:14])[CH:9]=3)[C@H:5]([OH:4])[C@H:18]2[OH:19])[O:41][C@H:40]([CH2:42][OH:43])[C@@H:35]([OH:36])[C@H:30]([OH:31])[C@H:25]1[OH:26] |^1:51|. Procedure details: To a solution of 5.1 g of 3-mercaptophenyl 2,3,6-tri-O-acetyl-4-O-(2,3,4,6-tetra-O-acetyl-α-D-glucopyranosyl)-1-thio-β-D-glucopyranoside in 50 ml of methanol was added 0.15 g of sodium spheres. The reaction was stirred 3 hours, concentrated in vacuo and warmed with 50 ml of methanol:water (1:1). This reaction was filtered, the filtrate stirred with Dowex® 50WX8 resin and refiltered. This filtrate was concentrated in vacuo, giving 2.7 g of the desired intermediate as a yellow solid, [α]D26 =+81°±... Reactants: C(C1=CC=CC=C1)OC1=C(OC=CC1=O)C (3-Benzyloxy-2-methyl-4-pyrone), OCCCN (3-hydroxypropylamine), OCCN (2-hydroxyethylamine). The product is C(C1=CC=CC=C1)OC1=C(N(C=CC1=O)CCCO)C (3-benzyloxy-1-(3'-hydroxypropyl)-2-methylpyrid-4-one). As a reaction SMILES: [CH2:1]([O:8][C:9]1[C:14](=[O:15])[CH:13]=[CH:12]O[C:10]=1[CH3:16])[C:2]1[CH:7]=[CH:6][CH:5]=[CH:4][CH:3]=1.[OH:17][CH2:18][CH2:19][CH2:20][NH2:21].OCCN>>[CH2:1]([O:8][C:9]1[C:14](=[O:15])[CH:13]=[CH:12][N:21]([CH2:20][CH2:19][CH2:18][OH:17])[C:10]=1[CH3:16])[C:2]1[CH:3]=[CH:4][CH:5]=[CH:6][CH:7]=1. Procedure: 3-Benzyloxy-2-methyl-4-pyrone, prepared as described under Example 10, is reacted with 3-hydroxypropylamine under substantially similar conditions to those described under Example 9 for reaction with 2-hydroxyethylamine to give 3-benzyloxy-1-(3'-hydroxypropyl)-2-methylpyrid-4-one. This is deprotected using the procedure described under (I) to give 3-hydroxy-1-(3'-hydroxypropyl)-2-methylpyrid-4-one as white crystals, m.p. 111°-113° C.; νmax (nujol) 1630, 3150, 3350 cm-1, δ(d6DMSO) 1.8 (m, 2H), 2....